The task is: describe an organic reaction: reactants, conditions, products, and yield. This data is from the Open Reaction Database (ORD), a public repository of structured organic reaction records. RXN SMILES: [C:40](=[O:41])([O-:42])[OH:43].[CH3:31][CH2:32][OH:33].[CH3:34][CH2:35][O:36][C:37](=[O:38])[CH3:39].[IH:21].[NH2:1][c:2]1[cH:3][c:4]2[c:9]([cH:10][cH:11]1)[N:8]([CH2:12][CH2:13][CH2:14][N:15]1[CH2:16][CH2:17][CH2:18][CH2:19]1)[C:7](=[O:20])[CH2:6][CH2:5]2.[Na+:44].[s:22]1[c:23]([C:27](=[NH:28])[S:29][CH3:30])[cH:24][cH:25][cH:26]1>>[NH:1]([c:2]1[cH:3][c:4]2[c:9]([cH:10][cH:11]1)[N:8]([CH2:12][CH2:13][CH2:14][N:15]1[CH2:16][CH2:17][CH2:18][CH2:19]1)[C:7](=[O:20])[CH2:6][CH2:5]2)[C:27]([c:23]1[s:22][cH:26][cH:25][cH:24]1)=[NH:28]. Starting materials: O=C([O-])O, CCO, CCOC(C)=O, I, Nc1ccc2c(c1)CCC(=O)N2CCCN1CCCC1, [Na+], CSC(=N)c1cccs1. Yields the product N=C(Nc1ccc2c(c1)CCC(=O)N2CCCN1CCCC1)c1cccs1. The reactants are OC=1C=C(SC1)C(=O)O (4-hydroxy-2-thiophenecarboxylic acid), C([O-])([O-])=O.[Na+].[Na+] (sodium carbonate), S(=O)(=O)(OC)OC (dimethyl sulfate). The solvent is CC(CC)=O (2-butanone). Product: OC=1C=C(SC1)C(=O)OC (Methyl 4-hydroxy-2-thiophenecarboxylate). RXN SMILES: [OH:1][C:2]1[CH:3]=[C:4]([C:7]([OH:9])=[O:8])[S:5][CH:6]=1.[C:10](=O)([O-])[O-].[Na+].[Na+].S(OC)(OC)(=O)=O>CC(=O)CC>[OH:1][C:2]1[CH:3]=[C:4]([C:7]([O:9][CH3:10])=[O:8])[S:5][CH:6]=1 |f:1.2.3|. Procedure details: 50.0 g (0.347 mol) of 4-hydroxy-2-thiophenecarboxylic acid and 58.3 g (0.694 mol) of sodium carbonate are heated to the boiling point in 990 ml of absolute 2-butanone under nitrogen, and 43.7 g (0.347 mol) of dimethyl sulfate are added dropwise in the course of 20 minutes. The mixture is heated under reflux for a further 2.5 hours. It is then evaporated in vacuo and the residue is partitioned between saturated sodium carbonate solution and ether. The aqueous phase is extracted five more times wi... Starting materials: C1(CCCCC1)N=C=NC1CCCCC1 (N,N'-dicyclohexylcarbodiimide), C(CC)OCCCCCC1=CC=C(C=C1)C1=NC=C(C=N1)O (2-[4-(5[propyloxy]-1-pentyl)phenyl]-5-hydroxypyrimidine), C(C\C=C/CCCC)(=O)O ((Z)-3-octenoic acid). The reagents and catalysts are CN(C1=CC=NC=C1)C (4-(dimethylamino)pyridine). The solvent is ClCCl (dichloromethane). Run at time 8 hour. Product: C(CC)OCCCCCC1=CC=C(C=C1)C1=NC=C(C=N1)OC(C\C=C/CCCC)=O (2-[4-(5-[propyloxy]-1-pentyl)phenyl]-5-{[(Z)-3-octenoyl]oxy}pyrimidine). Yield: 83.7%. As a reaction SMILES: C1(N=C=NC2CCCCC2)CCCCC1.[CH2:16]([O:19][CH2:20][CH2:21][CH2:22][CH2:23][CH2:24][C:25]1[CH:30]=[CH:29][C:28]([C:31]2[N:36]=[CH:35][C:34]([OH:37])=[CH:33][N:32]=2)=[CH:27][CH:26]=1)[CH2:17][CH3:18].[C:38](O)(=[O:46])[CH2:39]/[CH:40]=[CH:41]\[CH2:42][CH2:43][CH2:44][CH3:45]>CN(C)C1C=CN=CC=1.ClCCl>[CH2:16]([O:19][CH2:20][CH2:21][CH2:22][CH2:23][CH2:24][C:25]1[CH:30]=[CH:29][C:28]([C:31]2[N:36]=[CH:35][C:34]([O:37][C:38](=[O:46])[CH2:39]/[CH:40]=[CH:41]\[CH2:42][CH2:43][CH2:44][CH3:45])=[CH:33][N:32]=2)=[CH:27][CH:26]=1)[CH2:17][CH3:18]. Procedure details: 0.8 g of N,N'-dicyclohexylcarbodiimide was added within 5 minutes while stirring to a solution of 1.0 g of 2-[4-(5[propyloxy]-1-pentyl)phenyl]-5-hydroxypyrimidine, 0.4 g of (Z)-3-octenoic acid and 0.05 g of 4-(dimethylamino)pyridine in 30 ml of dichloromethane. The reaction mixture was stirred overnight, then filtered and the filtrate was washed with saturated sodium bicarbonate solution and with water and concentrated. Chromatography of the residue on silica gel with hexane/ethyl acetate (vol. ... Reactants: O (water), [OH-].[Na+] (sodium hydroxide), FC1=CC=C(C=C1)CCNC(N(C)C=1C=C(C=CC1)C1=CC=C(C=C1)CCC(=O)OC)=O (methyl 3-(3′-{3-[2-(4-fluorophenyl)ethyl]-1-methylureido}biphenyl-4-yl)propanoate), O1CCCC1.CO (tetrahydrofuran methanol). Run in C(C)(=O)O (acetic acid), 8/2. Reaction conditions: time 3 hour. The product is FC1=CC=C(C=C1)CCNC(N(C)C=1C=C(C=CC1)C1=CC=C(C=C1)CCC(=O)O)=O (3-(3′-{3-[2-(4-fluorophenyl)ethyl]-1-methylureido}biphenyl-4-yl)propanoic acid). Isolated yield 83.9%. RXN SMILES: [OH-].[Na+].[F:3][C:4]1[CH:9]=[CH:8][C:7]([CH2:10][CH2:11][NH:12][C:13](=[O:34])[N:14]([C:16]2[CH:17]=[C:18]([C:22]3[CH:27]=[CH:26][C:25]([CH2:28][CH2:29][C:30]([O:32]C)=[O:31])=[CH:24][CH:23]=3)[CH:19]=[CH:20][CH:21]=2)[CH3:15])=[CH:6][CH:5]=1.O1CCCC1.CO.O>C(O)(=O)C>[F:3][C:4]1[CH:5]=[CH:6][C:7]([CH2:10][CH2:11][NH:12][C:13](=[O:34])[N:14]([C:16]2[CH:17]=[C:18]([C:22]3[CH:23]=[CH:24][C:25]([CH2:28][CH2:29][C:30]([OH:32])=[O:31])=[CH:26][CH:27]=3)[CH:19]=[CH:20][CH:21]=2)[CH3:15])=[CH:8][CH:9]=1 |f:0.1,3.4|. Procedure: 200 mg (5 mmol, 10 eq) of sodium hydroxide are added to a solution of 221 mg (0.51 mmol, 1 eq) of methyl 3-(3′-{3-[2-(4-fluorophenyl)ethyl]-1-methylureido}biphenyl-4-yl)propanoate in 6 ml of an 8/2 tetrahydrofuran/methanol mixture. The reaction mixture is stirred for 3 hours at room temperature. The reaction is stopped by addition of 10 mL of water and 2 mL of acetic acid and then extracted with ethyl acetate. The organic phases are combined and dried over sodium sulfate. The solvents are evapor... Reactants: CC=1C=C(C=NC1)C(CCC)=O (1-(5-methylpyridin-3-yl)butan-1-one), C(=O)[O-].[NH4+] (ammonium formate), Cl (HCl). The reagents and catalysts are C[C]1[C]([C]([C]([C]1C)C)C)C.C[C]1[C]([C]([C]([C]1C)C)C)C.Cl[Rh]Cl.Cl[Rh]Cl (dichloro(pentamethylcyclopentadienyl)rhodium (III) dimer). Run in CO (methanol). Product: CC=1C=C(C=NC1)CCCCN (1-(5-Methylpyridin-3-yl)butan-4-amine). Yield: 77.0%. As a reaction SMILES: [CH3:1][C:2]1[CH:3]=[C:4]([C:8](=O)[CH2:9][CH2:10][CH3:11])[CH:5]=[N:6][CH:7]=1.C([O-])=O.[NH4+:16].Cl>CO.C[C]1[C](C)[C](C)[C](C)[C]1C.C[C]1[C](C)[C](C)[C](C)[C]1C.Cl[Rh]Cl.Cl[Rh]Cl>[CH3:1][C:2]1[CH:3]=[C:4]([CH2:8][CH2:9][CH2:10][CH2:11][NH2:16])[CH:5]=[N:6][CH:7]=1 |f:1.2,5.6.7.8,^1:20,21,23,25,27,30,31,33,35,37|. Procedure details: To a solution of 1-(5-methylpyridin-3-yl)butan-1-one (800 mg, 4.9 mmol) and ammonium formate (1.55 g, 24.5 mmol) in methanol (5 mL) under nitrogen was added dichloro(pentamethylcyclopentadienyl)rhodium (III) dimer (45 mg, 0.074 mmol). The solution was heated at reflux for 8 h. after which time the solution was cooled to room temperature and acidified to pH ˜2 with 2M HCl. The mixture was washed with dichloromethane (3×15 mL) and the aqueous phase then basified to pH ˜12 by addition of solid KOH.... The reactants are COC1=CC=C2CN(C(C2=C1)=O)C1=CC=C(O1)C(=O)NC=1C=NC=CC1N1CCN(CC1)C(=O)OC(C)(C)C (tert-butyl 4-(3-(5-(6-methoxy-1-oxoisoindolin-2-yl)furan-2-carboxamido)pyridin-4-yl)piperazine-1-carboxylate), Cl (HCl). The solvent is O1CCOCC1 (dioxane), O1CCOCC1 (dioxane). Conditions: time 30 minute. The product is COC1=CC=C2CN(C(C2=C1)=O)C1=CC=C(O1)C(=O)NC=1C=NC=CC1N1CCNCC1 (5-(6-methoxy-1-oxoisoindolin-2-yl)-N-(4-(piperazin-1-yl)pyridin-3-yl)furan-2-carboxamide). Reaction SMILES: [CH3:1][O:2][C:3]1[CH:11]=[C:10]2[C:6]([CH2:7][N:8]([C:13]3[O:17][C:16]([C:18]([NH:20][C:21]4[CH:22]=[N:23][CH:24]=[CH:25][C:26]=4[N:27]4[CH2:32][CH2:31][N:30](C(OC(C)(C)C)=O)[CH2:29][CH2:28]4)=[O:19])=[CH:15][CH:14]=3)[C:9]2=[O:12])=[CH:5][CH:4]=1.Cl>O1CCOCC1>[CH3:1][O:2][C:3]1[CH:11]=[C:10]2[C:6]([CH2:7][N:8]([C:13]3[O:17][C:16]([C:18]([NH:20][C:21]4[CH:22]=[N:23][CH:24]=[CH:25][C:26]=4[N:27]4[CH2:28][CH2:29][NH:30][CH2:31][CH2:32]4)=[O:19])=[CH:15][CH:14]=3)[C:9]2=[O:12])=[CH:5][CH:4]=1. Procedure: The Example 1 compound, tert-butyl 4-(3-(5-(6-methoxy-1-oxoisoindolin-2-yl)furan-2-carboxamido)pyridin-4-yl)piperazine-1-carboxylate (1.5) (0.1 mmol) was cooled to 0° C. in 1 mL of dioxane and was added to 4N HCl in dioxane (1 mL) and stirred at room temperature for 30 min. Dioxane was removed under vacuo, redissolved in water-acetonitrile and freezed and lyophilized to obtain 5-(6-methoxy-1-oxoisoindolin-2-yl)-N-(4-(piperazin-1-yl)pyridin-3-yl)furan-2-carboxamide (Example 1) as white powder. HP... Starting materials: C(C)(C)(C)OC(=O)N1C(C2=CC(=C(C=C2CC1)OCC1=CC=C(C=C1)OC)[N+](=O)[O-])CC1=CC(=C(C(=C1)Br)OC)Br (1-(3,5-dibromo-4-methoxybenzyl)-6-(4-methoxy-benzyloxy)-7-nitro-1,2,3,4-tetrahydro-isoquinoline-2-carboxylic acid tert-butyl ester), O.O.[Sn](Cl)Cl (tin (II) chloride dihydrate). Run in C(C)(=O)OCC (ethyl acetate), N1=CC=CC=C1 (pyridine). Conditions: temperature 55 celsius, time 5 hour. Product: C(C)(C)(C)OC(=O)N1C(C2=CC(=C(C=C2CC1)OCC1=CC=C(C=C1)OC)N)CC1=CC(=C(C(=C1)Br)OC)Br (1-(3,5-dibromo-4-methoxybenzyl)-6-(4-methoxy-benzyloxy)-7-amino-1,2,3,4-tetra-hydro-isoquinoline-2-carboxylic acid tert-butyl ester). RXN SMILES: [C:1]([O:5][C:6]([N:8]1[CH2:17][CH2:16][C:15]2[C:10](=[CH:11][C:12]([N+:28]([O-])=O)=[C:13]([O:18][CH2:19][C:20]3[CH:25]=[CH:24][C:23]([O:26][CH3:27])=[CH:22][CH:21]=3)[CH:14]=2)[CH:9]1[CH2:31][C:32]1[CH:37]=[C:36]([Br:38])[C:35]([O:39][CH3:40])=[C:34]([Br:41])[CH:33]=1)=[O:7])([CH3:4])([CH3:3])[CH3:2].O.O.[Sn](Cl)Cl>C(OCC)(=O)C.N1C=CC=CC=1>[C:1]([O:5][C:6]([N:8]1[CH2:17][CH2:16][C:15]2[C:10](=[CH:11][C:12]([NH2:28])=[C:13]([O:18][CH2:19][C:20]3[CH:21]=[CH:22][C:23]([O:26][CH3:27])=[CH:24][CH:25]=3)[CH:14]=2)[CH:9]1[CH2:31][C:32]1[CH:33]=[C:34]([Br:41])[C:35]([O:39][CH3:40])=[C:36]([Br:38])[CH:37]=1)=[O:7])([CH3:3])([CH3:4])[CH3:2] |f:1.2.3|. Procedure: To a solution of 1-(3,5-dibromo-4-methoxybenzyl)-6-(4-methoxy-benzyloxy)-7-nitro-1,2,3,4-tetrahydro-isoquinoline-2-carboxylic acid tert-butyl ester (8.31 g, 0.012 mol) in 120 mL of ethyl acetate and 12 mL of pyridine was added powder tin (II) chloride dihydrate (27.08 g, 0.12 mol). The reaction mixture was stirred for 5 h at 55° C., cooled and filtered. The filtrate was washed 2 times with 1N NaOH. Water phase was extracted with chloroform. The extracts and ethyl acetate solution were combined, ... The reactants are FC[C@H]1CC(OC1)=O ((S)-4-fluoromethyl-dihydro-furan-2-one), C(C)O (ethanol), Br (hydrobromic acid), Br (hydrobromic acid). Run at temperature 60 celsius, time 45 minute. Product: C(C)OC(C[C@@H](CBr)CF)=O ((R)-4-bromo-3-fluoromethyl-butyric acid ethyl ester). RXN SMILES: [F:1][CH2:2][C@@H:3]1[CH2:7][O:6][C:5](=[O:8])[CH2:4]1.[BrH:9].[CH2:10](O)[CH3:11]>>[CH2:10]([O:6][C:5](=[O:8])[CH2:4][C@H:3]([CH2:2][F:1])[CH2:7][Br:9])[CH3:11]. Procedure: A 250 mL round bottom flask equipped with a condenser was charged with 3.22 g (27.3 mmol) (S)-4-fluoromethyl-dihydro-furan-2-one. 16 mL (91 mmol) hydrobromic acid (33% in acetic acid) was added in one portion and the mixture was stirred at 60° C. for 45 minutes. A second portion of 16 mL (91 mmol) hydrobromic acid (33% in acetic acid) was added and stirring was continued at the same temperature for an additional 45 minutes, whereupon 96 mL ethanol were added. The resulting mixture was stirred at... The reactants are O=C([O-])[O-], COc1ccccc1Cc1nc2ccccc2c(=O)n1CCCl, CCN, CCO, [K+], [K+]. Product: CCNCCn1c(Cc2ccccc2OC)nc2ccccc2c1=O. RXN SMILES: [C:27](=[O:28])([O-:29])[O-:30].[CH3:1][O:2][c:3]1[c:4]([CH2:9][c:10]2[n:11][c:12]3[cH:13][cH:14][cH:15][cH:16][c:17]3[c:18](=[O:23])[n:19]2[CH2:20][CH2:21][Cl:22])[cH:5][cH:6][cH:7][cH:8]1.[CH3:24][CH2:25][NH2:26].[CH3:33][CH2:34][OH:35].[K+:31].[K+:32]>>[CH3:1][O:2][c:3]1[c:4]([CH2:9][c:10]2[n:11][c:12]3[cH:13][cH:14][cH:15][cH:16][c:17]3[c:18](=[O:23])[n:19]2[CH2:20][CH2:21][NH:26][CH2:25][CH3:24])[cH:5][cH:6][cH:7][cH:8]1.